Dataset: the Open Reaction Database (ORD), a public repository of structured organic reaction records. Task: describe an organic reaction: reactants, conditions, products, and yield Reactants: [N+](=O)([O-])C=1C=C(C=CC1)C(=C)C1=CC=C2C(=NN(C2=C1)COCC[Si](C)(C)C)C=CC1=CC=CC=C1 (6-(1-(3-Nitrophenyl)-vinyl)-3-styryl-1-[2-(trimethyl-silanyl)-ethoxymethyl]-1H-indazole), NC=1C=C(C=CC1)C(=C)C1=CC=C2C(=NN(C2=C1)COCC[Si](C)(C)C)C=CC1=CC=CC=C1 (6-(1-(3-aminophenyl)-vinyl)-3-styryl-1-[2-(trimethyl-silanyl)-ethoxymethyl]-1H-indazole). Solvent: C(C)(=O)OCC.CCCCCC (ethyl acetate hexane). Yields the product NC=1C=C(C=CC1)C(=C)C1=CC=C2C(=NNC2=C1)C=CC1=CC=CC=C1 (6-(1-(3-Aminophenyl)-vinyl)-3-styryl-1H-indazole). As a reaction SMILES: [N+:1]([C:4]1[CH:5]=[C:6]([C:10]([C:12]2[CH:20]=[C:19]3[C:15]([C:16]([CH:29]=[CH:30][C:31]4[CH:36]=[CH:35][CH:34]=[CH:33][CH:32]=4)=[N:17][N:18]3COCC[Si](C)(C)C)=[CH:14][CH:13]=2)=[CH2:11])[CH:7]=[CH:8][CH:9]=1)([O-])=O.NC1C=C(C(C2C=C3C(C(C=CC4C=CC=CC=4)=NN3COCC[Si](C)(C)C)=CC=2)=C)C=CC=1>C(OCC)(=O)C.CCCCCC>[NH2:1][C:4]1[CH:5]=[C:6]([C:10]([C:12]2[CH:20]=[C:19]3[C:15]([C:16]([CH:29]=[CH:30][C:31]4[CH:32]=[CH:33][CH:34]=[CH:35][CH:36]=4)=[N:17][NH:18]3)=[CH:14][CH:13]=2)=[CH2:11])[CH:7]=[CH:8][CH:9]=1 |f:2.3|. Reported procedure: 6-(1-(3-Nitrophenyl)-vinyl)-3-styryl-1-[2-(trimethyl-silanyl)-ethoxymethyl]-1H-indazole was converted to 6-(1-(3-aminophenyl)-vinyl)-3-styryl-1-[2-(trimethyl-silanyl)-ethoxymethyl]-1H-indazole as described in Example 11, step (iv) (140 mg, 95%): Rf sm 0.59, p 0.46 (ethyl acetate-hexane 4:6); FTIR (thin film) 3460, 3366, 3223, 3084, 3028, 2952, 2894, 2246, 1616, 1601, 1581, 1489, 1474, 1448, 1359.1303, 1249, 1217, 1076, 961, 909, 860, 836, 733, 692 cm−1; 1H NMR (300 MHz, CDCl3) δ 7.96 (d, 1H, J=8... Reactants: N1C=CC=2C(=CC=CC12)C=O (1H-indole-4-carbaldehyde), CC(C(=O)NC1=CC(=CC=C1)C1CCNCC1)C (2-methyl-N-[3-(4-piperidinyl)phenyl]propanamide). Run in CC(=O)O (HOAc). Product: N1C=CC2=C(C=CC=C12)CN1CCC(CC1)C=1C=C(C=CC1)NC(C(C)C)=O (N-{3-[1-(1H-INDOL-4-YLMETHYL)-4-PIPERIDINYL]PHENYL}-2-METHYLPROPANAMIDE). As a reaction SMILES: [NH:1]1[C:9]2[CH:8]=[CH:7][CH:6]=[C:5]([CH:10]=O)[C:4]=2[CH:3]=[CH:2]1.[CH3:12][CH:13]([CH3:29])[C:14]([NH:16][C:17]1[CH:22]=[CH:21][CH:20]=[C:19]([CH:23]2[CH2:28][CH2:27][NH:26][CH2:25][CH2:24]2)[CH:18]=1)=[O:15]>CC(O)=O>[NH:1]1[C:9]2[C:4](=[C:5]([CH2:10][N:26]3[CH2:27][CH2:28][CH:23]([C:19]4[CH:18]=[C:17]([NH:16][C:14](=[O:15])[CH:13]([CH3:12])[CH3:29])[CH:22]=[CH:21][CH:20]=4)[CH2:24][CH2:25]3)[CH:6]=[CH:7][CH:8]=2)[CH:3]=[CH:2]1. Procedure details: Prepared by Procedure F and Scheme R, without HOAc, using 1H-indole-4-carbaldehyde and 2-methyl-N-[3-(4-piperidinyl)phenyl]propanamide: ESMS m/e: 376.2 (M+H)+.